From a dataset of the Open Reaction Database (ORD), a public repository of structured organic reaction records. describe an organic reaction: reactants, conditions, products, and yield The solvent is one. Reaction conditions: temperature 120 celsius. Procedure: 80 g (0.347 moles) of 2-chloroxanthone (DHAR, J. Chem. Soc. 117, 1068) are suspended in 210 ml of chlorosulfonic acid (368.1 g; 3.16 moles) in a 500 ml one neck flask provided with refluxing coolant and calcium chloride valve. The mixture is slowly heated in an oil bath up to 120° C. under magnetic stirring. It is maintained at 120°-130° C. until the gas development ceases (2-3 h). The cool reaction mixture is carefully dropwise added to a becker containing ground ice under mechanical stirring. ... As a reaction SMILES: [Cl:1][C:2]1[CH:15]=[CH:14][C:13]2[O:12][C:11]3[C:6](=[CH:7][CH:8]=[CH:9][CH:10]=3)[C:5](=[O:16])[C:4]=2[CH:3]=1.[Cl:17][S:18](O)(=[O:20])=[O:19].[Cl-].[Ca+2].[Cl-]>>[Cl:17][S:18]([C:8]1[CH:9]=[CH:10][C:11]2[O:12][C:13]3[C:4](=[CH:3][C:2]([Cl:1])=[CH:15][CH:14]=3)[C:5](=[O:16])[C:6]=2[CH:7]=1)(=[O:20])=[O:19] |f:2.3.4|. Yields the product ClS(=O)(=O)C1=CC=2C(C3=CC(=CC=C3OC2C=C1)Cl)=O (2-(chlorosulfonyl) 7-chloroxanthone). Starting materials: ClC1=CC=2C(C3=CC=CC=C3OC2C=C1)=O (2-chloroxanthone), ClS(=O)(=O)O (chlorosulfonic acid), [Cl-].[Ca+2].[Cl-] (calcium chloride). The yield is 98.1%. Starting materials: C(C1=CC=CC=C1)=O (benzaldehyde), C(=O)(O)C1=CC=C(C=O)C=C1 (4-carboxybenzaldehyde), N1C=CC=C1 (pyrrole). The solvent is C(CC)(=O)O (propionic acid). Product: C1(=CC=CC=C1)C=1C=2C=CC(=C(C3=CC=C(N3)C(=C3C=CC(C(=C4C=CC1N4)C4=CC=CC=C4)=N3)C3=CC=CC=C3)C3=CC=C(C(=O)O)C=C3)N2 (4-(10,15,20-triphenyl-21H,23H-porphin- 5-yl)benzoic acid). RXN SMILES: [CH:1](=O)[C:2]1[CH:7]=[CH:6][CH:5]=[CH:4][CH:3]=1.[C:9]([C:12]1[CH:19]=[CH:18][C:15]([CH:16]=O)=[CH:14][CH:13]=1)([OH:11])=[O:10].[NH:20]1[CH:24]=[CH:23][CH:22]=[CH:21]1>C(O)(=O)CC>[C:2]1([C:1]2[C:21]3[CH:22]=[CH:23][C:24]([N:20]=3)=[C:16]([C:15]3[CH:18]=[CH:19][C:12]([C:9]([OH:11])=[O:10])=[CH:13][CH:14]=3)[C:24]3[NH:20][C:21]([C:1]([C:2]4[CH:7]=[CH:6][CH:5]=[CH:4][CH:3]=4)=[C:24]4[N:20]=[C:21]([C:1]([C:2]5[CH:7]=[CH:6][CH:5]=[CH:4][CH:3]=5)=[C:24]5[NH:20][C:21]=2[CH:22]=[CH:23]5)[CH:22]=[CH:23]4)=[CH:22][CH:23]=3)[CH:7]=[CH:6][CH:5]=[CH:4][CH:3]=1. Procedure: 15.2 ml of benzaldehyde and 7.51 g of 4-carboxybenzaldehyde are dissolved in 746 ml of boiling propionic acid, treated dropwise with 13.9 ml of pyrrole, the mixture obtained is subsequently heated under reflux for about 30 minutes and then left to cool to room temperature. The porphine derivative is precipitated by the addition of 0.5 l of water. The filtered-off crude product is pre-purified by two-fold column chromatography on 1.2 kg of silica gel, in each case the elution being carried out wi... The reactants are C(C)(C)(C)OC(NC1=C(C=C(C(=C1)C)C(F)(F)F)NC(CC(=O)C1=CC(=CC=C1)C=1C(=NC=CC1)C)=O)=O ((5-methyl-2-{3-[3-(2-methyl-pyridin-3-yl)-phenyl]-3-oxo-propionylamino}-4-trifluoromethyl-phenyl)-carbamic acid tert-butyl ester), C(=O)(C(F)(F)F)O (TFA). Solvent: C(Cl)Cl (CH2Cl2). The product is CC1=CC2=C(NC(CC(=N2)C2=CC(=CC=C2)C=2C(=NC=CC2)C)=O)C=C1C(F)(F)F (7-Methyl-4-[3-(2-methyl-pyridin-3-yl)-phenyl]-8-trifluoromethyl-1,3-dihydro-benzo[b][1,4]diazepin-2-one), solid. The yield is 76.0%. Reaction SMILES: C(OC(=O)[NH:7][C:8]1[CH:13]=[C:12]([CH3:14])[C:11]([C:15]([F:18])([F:17])[F:16])=[CH:10][C:9]=1[NH:19][C:20](=[O:37])[CH2:21][C:22]([C:24]1[CH:29]=[CH:28][CH:27]=[C:26]([C:30]2[C:31]([CH3:36])=[N:32][CH:33]=[CH:34][CH:35]=2)[CH:25]=1)=O)(C)(C)C.C(O)(C(F)(F)F)=O>C(Cl)Cl>[CH3:14][C:12]1[C:11]([C:15]([F:17])([F:16])[F:18])=[CH:10][C:9]2[NH:19][C:20](=[O:37])[CH2:21][C:22]([C:24]3[CH:29]=[CH:28][CH:27]=[C:26]([C:30]4[C:31]([CH3:36])=[N:32][CH:33]=[CH:34][CH:35]=4)[CH:25]=3)=[N:7][C:8]=2[CH:13]=1. Procedure: The title compound was prepared from (5-methyl-2-{3-[3-(2-methyl-pyridin-3-yl)-phenyl]-3-oxo-propionylamino}-4-trifluoromethyl-phenyl)-carbamic acid tert-butyl ester (Example M240) (416 mg, 0.79 mmol) by treatment with TFA in CH2Cl2 according to the general procedure N. Obtained as a light yellow solid (246 mg, 76%). Reactants: C1CCOC1, Clc1ccccc1, [F-], [K+], OB(O)c1ccccc1. Yields the product c1ccc(-c2ccccc2)cc1. As a reaction SMILES: [CH2:19]1[O:20][CH2:21][CH2:22][CH2:23]1.[Cl:1][c:2]1[cH:3][cH:4][cH:5][cH:6][cH:7]1.[F-:17].[K+:18].[OH:8][B:9]([OH:10])[c:11]1[cH:12][cH:13][cH:14][cH:15][cH:16]1>>[c:2]1(-[c:11]2[cH:12][cH:13][cH:14][cH:15][cH:16]2)[cH:3][cH:4][cH:5][cH:6][cH:7]1. Reactants: O=C1CCC(=O)N1Br, ClCCl, CS(=O)(=O)c1ccc(C(=CC2CCCCC2)C(=O)O)cc1C(F)(F)F, Nc1nccs1, c1ccc(P(c2ccccc2)c2ccccc2)cc1. The product is CS(=O)(=O)c1ccc(C(=CC2CCCCC2)C(=O)Nc2nccs2)cc1C(F)(F)F. RXN SMILES: [Br:20][N:21]1[C:22](=[O:23])[CH2:24][CH2:25][C:26]1=[O:27].[CH2:59]([Cl:60])[Cl:61].[CH:28]1([CH:34]=[C:35]([C:36](=[O:37])[OH:38])[c:39]2[cH:40][c:41]([C:49]([F:50])([F:51])[F:52])[c:42]([S:45](=[O:46])(=[O:47])[CH3:48])[cH:43][cH:44]2)[CH2:29][CH2:30][CH2:31][CH2:32][CH2:33]1.[NH2:53][c:54]1[s:55][cH:56][cH:57][n:58]1.[c:1]1([P:2]([c:3]2[cH:4][cH:5][cH:6][cH:7][cH:8]2)[c:9]2[cH:10][cH:11][cH:12][cH:13][cH:14]2)[cH:15][cH:16][cH:17][cH:18][cH:19]1>>[CH:28]1([CH:34]=[C:35]([C:36](=[O:38])[NH:53][c:54]2[s:55][cH:56][cH:57][n:58]2)[c:39]2[cH:40][c:41]([C:49]([F:50])([F:51])[F:52])[c:42]([S:45](=[O:46])(=[O:47])[CH3:48])[cH:43][cH:44]2)[CH2:29][CH2:30][CH2:31][CH2:32][CH2:33]1. The reactants are CCCN(CCC)CCN1CCNCC1, C(=NC1CCCCC1)=NC1CCCCC1, CN(C)C=O, On1nnc2ccccc21, O=C(O)c1ccc(CN(Cc2ncc[nH]2)Cc2ncc[nH]2)cc1. The product is CCCN(CCC)CCN1CCN(C(=O)c2ccc(CN(Cc3ncc[nH]3)Cc3ncc[nH]3)cc2)CC1. Reaction SMILES: [CH2:49]([CH2:50][CH3:51])[N:52]([CH2:53][CH2:54][N:55]1[CH2:56][CH2:57][NH:58][CH2:59][CH2:60]1)[CH2:61][CH2:62][CH3:63].[CH:24]1([N:25]=[C:26]=[N:27][CH:28]2[CH2:29][CH2:30][CH2:31][CH2:32][CH2:33]2)[CH2:34][CH2:35][CH2:36][CH2:37][CH2:38]1.[O:64]=[CH:65][N:66]([CH3:67])[CH3:68].[OH:39][n:40]1[c:41]2[c:42]([cH:43][cH:44][cH:45][cH:46]2)[n:47][n:48]1.[nH:1]1[c:2]([CH2:6][N:7]([CH2:8][c:9]2[nH:10][cH:11][cH:12][n:13]2)[CH2:14][c:15]2[cH:16][cH:17][c:18]([C:19](=[O:20])[OH:21])[cH:22][cH:23]2)[n:3][cH:4][cH:5]1>>[nH:1]1[c:2]([CH2:6][N:7]([CH2:8][c:9]2[nH:10][cH:11][cH:12][n:13]2)[CH2:14][c:15]2[cH:16][cH:17][c:18]([C:19](=[O:20])[N:58]3[CH2:57][CH2:56][N:55]([CH2:54][CH2:53][N:52]([CH2:49][CH2:50][CH3:51])[CH2:61][CH2:62][CH3:63])[CH2:60][CH2:59]3)[cH:22][cH:23]2)[n:3][cH:4][cH:5]1. Reactants: CO (MeOH), [OH-].[Na+] (NaOH), Cl (HCl), desired material, compound, ClC=1C=C(C=CC1O[C@H](CCCC)C1=NC(=CC=C1)C1=CC=C(C=C1)C(F)(F)F)/C=C/C(=O)OCC (ethyl (2E)-3-{3-chloro-4-[((1R)-1-{6-[4-(trifluoromethyl)phenyl]-2-pyridinyl}pentyl)oxy]phenyl}-2-propenoate). Reagents/catalysts: O=[Pt]=O (PtO2). Solvent: C1CCOC1 (THF), CCOC(=O)C (EtOAc). Reaction conditions: time 5 hour. Product: ClC=1C=C(C=CC1O[C@H](CCCC)C1=NC(=CC=C1)C1=CC=C(C=C1)C(F)(F)F)CCC(=O)O (3-{3-Chloro-4-[((1R)-1-{6-[4-(trifluoromethyl)phenyl]-2-pyridinyl}pentyl)oxy]phenyl}propanoic acid). Yield: 61.0%. Reaction SMILES: [Cl:1][C:2]1[CH:3]=[C:4](/[CH:30]=[CH:31]/[C:32]([O:34]CC)=[O:33])[CH:5]=[CH:6][C:7]=1[O:8][C@@H:9]([C:14]1[CH:19]=[CH:18][CH:17]=[C:16]([C:20]2[CH:25]=[CH:24][C:23]([C:26]([F:29])([F:28])[F:27])=[CH:22][CH:21]=2)[N:15]=1)[CH2:10][CH2:11][CH2:12][CH3:13].CO.[OH-].[Na+].Cl>CCOC(C)=O.C1COCC1.O=[Pt]=O>[Cl:1][C:2]1[CH:3]=[C:4]([CH2:30][CH2:31][C:32]([OH:34])=[O:33])[CH:5]=[CH:6][C:7]=1[O:8][C@@H:9]([C:14]1[CH:19]=[CH:18][CH:17]=[C:16]([C:20]2[CH:21]=[CH:22][C:23]([C:26]([F:28])([F:29])[F:27])=[CH:24][CH:25]=2)[N:15]=1)[CH2:10][CH2:11][CH2:12][CH3:13] |f:2.3|. Procedure details: To a stirring solution of ethyl (2E)-3-{3-chloro-4-[((1R)-1-{6-[4-(trifluoromethyl)phenyl]-2-pyridinyl}pentyl)oxy]phenyl}-2-propenoate (54 mg, 0.10 mmol) in EtOAc (4 mL) under nitrogen at ambient temperature was added PtO2 (20 wt %, 11 mg) and the mixture stirred under an atmosphere of hydrogen for 5 h. The resulting mixture was then purified by SPE (silica, 5 g cartridge) with a pad of celite on the top, eluting with EtOAc. The filtrate was then reduced and purified further by SPE (silica, 5 g ... The solvent is O (water), CO (methanol). Reaction conditions: time 30 minute. RXN SMILES: [C:1]1([CH2:11][NH:12][C:13]([NH:15][C:16]2[CH:24]=[CH:23][CH:22]=[C:21]3[C:17]=2[CH:18]=[N:19][N:20]3C(OC)=O)=[O:14])[C:10]2[C:5](=[CH:6][CH:7]=[CH:8][CH:9]=2)[CH:4]=[CH:3][CH:2]=1.[OH-].[Na+]>CO.O>[NH:20]1[C:21]2[C:17](=[C:16]([NH:15][C:13]([NH:12][CH2:11][C:1]3[C:10]4[C:5](=[CH:6][CH:7]=[CH:8][CH:9]=4)[CH:4]=[CH:3][CH:2]=3)=[O:14])[CH:24]=[CH:23][CH:22]=2)[CH:18]=[N:19]1 |f:1.2|. Yields the product N1N=CC2=C(C=CC=C12)NC(=O)NCC1=CC=CC2=CC=CC=C12 (N-1H-indazol-4-yl-N′-(1-naphthylmethyl)urea). Procedure: Methyl 4-({[(1-naphthylmethyl)amino]carbonyl}amino)-1H-indazole-1-carboxylate in methanol was treated with 5M sodium hydroxide (8 equivalents) (prepared by dissolution of 1 gram of sodium hydroxide in 20 μL of methanol). After stirring for 30 minutes, the mixture was diluted with water (10 mL) and filtered. The filter cake was washed with water (10 mL), water:methanol (1:1), and dried under reduced pressure to provide the title compound. MS (M+H)+ 317. Reactants: C1(=CC=CC2=CC=CC=C12)CNC(=O)NC1=C2C=NN(C2=CC=C1)C(=O)OC (Methyl 4-({[(1-naphthylmethyl)amino]carbonyl}amino)-1H-indazole-1-carboxylate), [OH-].[Na+] (sodium hydroxide). The reactants are NC=1C=C(C(=O)O)C=CC1N (3,4-diaminobenzoic acid), C(=O)(C(F)(F)F)O (TFA). Run in Cl (HCl). Run at temperature 0 celsius. The product is FC(C1=NC2=C(N1)C=CC(=C2)C(=O)O)(F)F (2-Trifluoromethyl-1H-benzimidazole-5-carboxylic acid). As a reaction SMILES: [NH2:1][C:2]1[CH:3]=[C:4]([CH:8]=[CH:9][C:10]=1[NH2:11])[C:5]([OH:7])=[O:6].[C:12](O)([C:14]([F:17])([F:16])[F:15])=O>Cl>[F:15][C:14]([F:17])([F:16])[C:12]1[NH:11][C:10]2[CH:9]=[CH:8][C:4]([C:5]([OH:7])=[O:6])=[CH:3][C:2]=2[N:1]=1. Reported procedure: 50 g (0.329 mol) of 3,4-diaminobenzoic acid, dissolved in 300 ml of 4N HCl, are heated under reflux with 40.5 g (0.355 mol) of TFA for 5 hours. The solution is then cooled to 0° C., and the precipitated product is filtered off with suction, washed with water and dried at 40° C. in vacuo. Starting materials: ClC1=CC=C(C(=C1C(=O)O)F)NS(=O)(=O)CCC (6-chloro-2-fluoro-3-(propane-1-sulfonylamino)-benzoic acid). Reagents/catalysts: [OH-].[OH-].[Pd+2] (palladium hydroxide on carbon). Solvent: CO (methanol). Reaction conditions: time 2 hour. Product: FC1=C(C(=O)O)C=CC=C1NS(=O)(=O)CCC (2-fluoro-3-(propane-1-sulfonylamino)-benzoic acid). As a reaction SMILES: Cl[C:2]1[C:7]([C:8]([OH:10])=[O:9])=[C:6]([F:11])[C:5]([NH:12][S:13]([CH2:16][CH2:17][CH3:18])(=[O:15])=[O:14])=[CH:4][CH:3]=1>CO.[OH-].[OH-].[Pd+2]>[F:11][C:6]1[C:5]([NH:12][S:13]([CH2:16][CH2:17][CH3:18])(=[O:15])=[O:14])=[CH:4][CH:3]=[CH:2][C:7]=1[C:8]([OH:10])=[O:9] |f:2.3.4|. Procedure: To 6-chloro-2-fluoro-3-(propane-1-sulfonylamino)-benzoic acid (63, 0.69 g, 2.3 mmol) in methanol (10 mL) was added 20% palladium hydroxide on carbon (200 mg). The reaction was stirred under hydrogen at 50 psi for 2 hours. The reaction was filtered and concentrated to give the desired compound. MS (ESI) [M−H+]−=260.1.